This data is from the Open Reaction Database (ORD), a public repository of structured organic reaction records. The task is: describe an organic reaction: reactants, conditions, products, and yield The reactants are [N+](=O)([O-])C1=CC=2C(=NSN2)C=C1 (5-nitrobenzo-2,1,3-thiadiazole), O (water), Cl[Sn]Cl (SnCl2). Solvent: O1CCOCC1 (dioxane), C(C)O (ethanol). Conditions: temperature 50 celsius, time 10 minute. The product is NC1=CC=2C(=NSN2)C=C1 (5-aminobenzo-2,1,3-thiadiazole). Isolated yield 88.0%. Reaction SMILES: [N+:1]([C:4]1[CH:12]=[CH:11][C:7]2=[N:8][S:9][N:10]=[C:6]2[CH:5]=1)([O-])=O.Cl[Sn]Cl.O>O1CCOCC1.C(O)C>[NH2:1][C:4]1[CH:12]=[CH:11][C:7]2=[N:8][S:9][N:10]=[C:6]2[CH:5]=1. Procedure details: To a solution of 5-nitrobenzo-2,1,3-thiadiazole in a mixture of dioxane (22 mL) and ethanol (22 mL) at RT added solid SnCl2 followed by addition of water (1 mL). The reaction mixture was warmed up to 50° C. and stirred for 10 min, cooled to RT, concentrated and partitioned between ethyl acetate/1 N NaOH. The organic layer was washed with 1N NaOH, water, brine, dried over MgSO4 and charcoal. Evaporation of the solvent gave 5-aminobenzo-2,1,3-thiadiazole as a yellow powder (3.0 g, 88%). Starting materials: BrCc1ccc(Br)nc1, O=C([O-])[O-], C1CCNC1, CCOC(C)=O, CC#N, [K+], [K+]. Product: Brc1ccc(CN2CCCC2)cn1. Reaction SMILES: [Br:1][c:2]1[n:3][cH:4][c:5]([CH2:8][Br:9])[cH:6][cH:7]1.[C:15](=[O:16])([O-:17])[O-:18].[CH2:10]1[CH2:11][CH2:12][NH:13][CH2:14]1.[CH3:21][CH2:22][O:23][C:24](=[O:25])[CH3:26].[CH3:27][C:28]#[N:29].[K+:19].[K+:20]>>[Br:1][c:2]1[n:3][cH:4][c:5]([CH2:8][N:13]2[CH2:12][CH2:11][CH2:10][CH2:14]2)[cH:6][cH:7]1. Reactants: O1CCOC2=C1C=CC(=C2)CN(C(OC(C)(C)C)=O)C2CCN(CC2)CCN2C(C=CC1=CC(=CC=C21)[N+](=O)[O-])=O (tert-butyl (2,3-dihydro-1,4-benzodioxin-6-ylmethyl)(1-(2-(6-nitro-2-oxoquinolin-1(2H)-yl)ethyl)piperidin-4-yl)carbamate), Cl.O1CCOCC1 (hydrogen chloride 1,4-dioxane). Solvent: O1CCOCC1 (1,4-dioxane). Run at time 8 hour. The product is Cl.O1CCOC2=C1C=CC(=C2)CNC2CCN(CC2)CCN2C(C=CC1=CC(=CC=C21)[N+](=O)[O-])=O (1-(2-(4-((2,3-dihydro-1,4-benzodioxin-6-ylmethyl)amino)piperidin-1-yl)ethyl)-6-nitroquinolin-2(1H)-one hydrochloride). As a reaction SMILES: [O:1]1[C:6]2[CH:7]=[CH:8][C:9]([CH2:11][N:12]([CH:20]3[CH2:25][CH2:24][N:23]([CH2:26][CH2:27][N:28]4[C:37]5[C:32](=[CH:33][C:34]([N+:38]([O-:40])=[O:39])=[CH:35][CH:36]=5)[CH:31]=[CH:30][C:29]4=[O:41])[CH2:22][CH2:21]3)C(=O)OC(C)(C)C)=[CH:10][C:5]=2[O:4][CH2:3][CH2:2]1.[ClH:42].O1CCOCC1>O1CCOCC1>[ClH:42].[O:1]1[C:6]2[CH:7]=[CH:8][C:9]([CH2:11][NH:12][CH:20]3[CH2:21][CH2:22][N:23]([CH2:26][CH2:27][N:28]4[C:37]5[C:32](=[CH:33][C:34]([N+:38]([O-:40])=[O:39])=[CH:35][CH:36]=5)[CH:31]=[CH:30][C:29]4=[O:41])[CH2:24][CH2:25]3)=[CH:10][C:5]=2[O:4][CH2:3][CH2:2]1 |f:1.2,4.5|. Procedure: To 80 mg of tert-butyl (2,3-dihydro-1,4-benzodioxin-6-ylmethyl)(1-(2-(6-nitro-2-oxoquinolin-1(2H)-yl)ethyl)piperidin-4-yl)carbamate, 3 mL of 1,4-dioxane and 1 mL of 4.0 mol/L hydrogen chloride/1,4-dioxane were added, and stirred at room temperature overnight. The resulting solid was filtered to give 24 mg of 1-(2-(4-((2,3-dihydro-1,4-benzodioxin-6-ylmethyl)amino)piperidin-1-yl)ethyl)-6-nitroquinolin-2(1H)-one hydrochloride as a yellow solid. Starting materials: [H-].[Na+] (sodium hydride), FC1=CC(=C(C=C1)C(=O)N1CC=2N(CC3=C1C=CC=C3)C=CC2)C(F)(F)F (4-fluoro-2-trifluoromethyl-phenyl-(5H,11H-pyrrolo[2,1-c][1,4]-benzodiazepine-10-yl)-methanone), CC1=NNC=N1 (3-methyl-1,2,4-triazole), [H][H] (hydrogen). The solvent is oil, CN(C=O)C (dimethylformamide), [Cl-].[Na+].O (brine). Conditions: temperature 110 celsius. Yields the product CC1=NN(C=N1)C1=CC(=C(C=C1)C(=O)N1CC=2N(CC3=C1C=CC=C3)C=CC2)C(F)(F)F ([4-(3-Methyl-1,2,4-triazol-1yl)-2-trifluoromethyl-phenyl](5H,11H-pyrrolo[2,1-c][1,4]benzodiazepin-10-yl)-methanone). The yield is 39.4%. Reaction SMILES: [H-].[Na+].[CH3:3][C:4]1[N:8]=[CH:7][NH:6][N:5]=1.[H][H].F[C:12]1[CH:17]=[CH:16][C:15]([C:18]([N:20]2[C:26]3[CH:27]=[CH:28][CH:29]=[CH:30][C:25]=3[CH2:24][N:23]3[CH:31]=[CH:32][CH:33]=[C:22]3[CH2:21]2)=[O:19])=[C:14]([C:34]([F:37])([F:36])[F:35])[CH:13]=1>CN(C)C=O.[Cl-].[Na+].O>[CH3:3][C:4]1[N:8]=[CH:7][N:6]([C:12]2[CH:17]=[CH:16][C:15]([C:18]([N:20]3[C:26]4[CH:27]=[CH:28][CH:29]=[CH:30][C:25]=4[CH2:24][N:23]4[CH:31]=[CH:32][CH:33]=[C:22]4[CH2:21]3)=[O:19])=[C:14]([C:34]([F:35])([F:36])[F:37])[CH:13]=2)[N:5]=1 |f:0.1,6.7.8|. Procedure details: To a suspension of 60% sodium hydride in oil (0.3 g) in dimethylformamide (50 ml) was added dropwise 3-methyl-1,2,4-triazole (0.45 g). After hydrogen gas evolution ceased, 4-fluoro-2-trifluoromethyl-phenyl-(5H,11H-pyrrolo[2,1-c][1,4]-benzodiazepine-10-yl)-methanone (1.76 g) was added and the reaction mixture was heated in a sand bath at 110° C. for 18 hours. The mixture was poured onto ice, diluted with brine, and extracted with dichloromethane. The combined extracts were dried over anhydrous so... Starting materials: [Li+].[OH-] (LiOH), COC([C@@H](NC(C1=C(C=C(C=C1)COC=1C=NC=CC1)C1=C(C=CC=C1)C(F)(F)F)=O)CCSC)=O ([4-(3-Pyridyloxymethyl)-2-(2-trifluoromethylphenyl)benzoyl]methionine Methyl Ester), O (Water). Solvent: C1CCOC1 (THF). Conditions: time 1 hour. Product: N1=CC(=CC=C1)OCC1=CC(=C(C(=O)N[C@@H](CCSC)C(=O)O)C=C1)C1=C(C=CC=C1)C(F)(F)F ([4-(3-Pyridyloxymethyl)-2-(2-trifluoromethylphenyl)benzoyl]methionine). The yield is 85.7%. Reaction SMILES: C[O:2][C:3](=[O:36])[C@H:4]([CH2:32][CH2:33][S:34][CH3:35])[NH:5][C:6](=[O:31])[C:7]1[CH:12]=[CH:11][C:10]([CH2:13][O:14][C:15]2[CH:16]=[N:17][CH:18]=[CH:19][CH:20]=2)=[CH:9][C:8]=1[C:21]1[CH:26]=[CH:25][CH:24]=[CH:23][C:22]=1[C:27]([F:30])([F:29])[F:28].[Li+].[OH-].O>C1COCC1>[N:17]1[CH:18]=[CH:19][CH:20]=[C:15]([O:14][CH2:13][C:10]2[CH:11]=[CH:12][C:7]([C:6]([NH:5][C@H:4]([C:3]([OH:36])=[O:2])[CH2:32][CH2:33][S:34][CH3:35])=[O:31])=[C:8]([C:21]3[CH:26]=[CH:25][CH:24]=[CH:23][C:22]=3[C:27]([F:28])([F:29])[F:30])[CH:9]=2)[CH:16]=1 |f:1.2|. Procedure details: The product of Example 304F (291 mg, 0.56 mmol) was dissolved in THF(4 mL) and saturated aqueous LiOH (1 mL). Water (1 mL) was added and the reaction mixture was stirred at room temperature for 1 hour. The reaction mixture was thoroughly evaporated and formic acid was added to pH3 The reaction was evaporated to dryness and ethyl acetate (10 mL) was added followed by a minimum quantity of H2O (−1 mL) to completely solubilize the free acid and the water soluble salts, respectively. The layers were...